The task is: describe an organic reaction: reactants, conditions, products, and yield. This data is from the Open Reaction Database (ORD), a public repository of structured organic reaction records. The reactants are CO, Clc1cc(Nc2cccc3[nH]ccc23)ncn1, N, C1CCOC1. Yields the product Nc1cc(Nc2cccc3[nH]ccc23)ncn1. As a reaction SMILES: [CH3:1][OH:2].[Cl:4][c:5]1[cH:6][c:7]([NH:11][c:12]2[c:13]3[cH:14][cH:15][nH:16][c:17]3[cH:18][cH:19][cH:20]2)[n:8][cH:9][n:10]1.[NH3:3].[O:21]1[CH2:22][CH2:23][CH2:24][CH2:25]1>>[NH2:3][c:5]1[cH:6][c:7]([NH:11][c:12]2[c:13]3[cH:14][cH:15][nH:16][c:17]3[cH:18][cH:19][cH:20]2)[n:8][cH:9][n:10]1. The reactants are O (water), FC(OC=1C(=C(C(=O)O)C=C(C1F)F)F)F (3-difluoromethoxy-2,4,5-trifluorobenzoic acid), ( XXV ), [N+](=O)(O)[O-] (nitric acid), ice water. The solvent is S(O)(O)(=O)=O (sulfuric acid). Yields the product FC(OC=1C(=C(C(=O)O)C(=C(C1F)F)[N+](=O)[O-])F)F (3-difluoromethoxy-2,4,5-trifluoro-6-nitrobenzoic acid). Reaction SMILES: [N+:1]([O-:4])(O)=[O:2].O.[F:6][CH:7]([F:21])[O:8][C:9]1[C:10]([F:20])=[C:11]([CH:15]=[C:16]([F:19])[C:17]=1[F:18])[C:12]([OH:14])=[O:13]>S(=O)(=O)(O)O>[F:21][CH:7]([F:6])[O:8][C:9]1[C:10]([F:20])=[C:11]([C:15]([N+:1]([O-:4])=[O:2])=[C:16]([F:19])[C:17]=1[F:18])[C:12]([OH:14])=[O:13]. Procedure details: 20 ml of concentrated aqueous nitric acid (d=1.42) were added dropwise, whilst stirring and cooling with water, to a solution of 15.0 g (0.062 moles) of 3-difluoromethoxy-2,4,5-trifluorobenzoic acid [(XXV), X=X'=F] (prepared as described in Preparation 1, 2 or 3) in 40 ml of concentrated aqueous sulfuric acid, and the mixture was stirred at 60° C. for 7 hours. At the end of this time, it was allowed to stand to cool to room temperature, and then the reaction mixture was poured into ice-water, an... Starting materials: COC(OC)c1cc(C(=O)c2ccccc2)ccc1[N+](=O)[O-], CO, O=[Ca], c1ccsc1. Product: COC(OC)c1cc(C(=O)c2ccccc2)ccc1N. As a reaction SMILES: [CH3:1][O:2][CH:3]([c:4]1[cH:5][c:6]([C:13](=[O:14])[c:15]2[cH:16][cH:17][cH:18][cH:19][cH:20]2)[cH:7][cH:8][c:9]1[N+:10]([O-:11])=[O:12])[O:21][CH3:22].[CH3:30][OH:31].[O:28]=[Ca:29].[cH:23]1[cH:24][s:25][cH:26][cH:27]1>>[CH3:1][O:2][CH:3]([c:4]1[cH:5][c:6]([C:13](=[O:14])[c:15]2[cH:16][cH:17][cH:18][cH:19][cH:20]2)[cH:7][cH:8][c:9]1[NH2:10])[O:21][CH3:22]. The reactants are C[C@]12CCC(=O)C=C1CC[C@@H]3[C@@H]2[C@@H](C[C@]4([C@H]3CC[C@@]4(C(=O)CO)O)C)O (11-epi-cortisol), C1(CCC(=O)O1)=O (succinic anhydride). RXN SMILES: [CH3:1][C@@:2]12[C@H:12]3[C@H:13]([OH:26])[CH2:14][C@:15]4([CH3:25])[C@@:19]([OH:24])([C:20]([CH2:22][OH:23])=[O:21])[CH2:18][CH2:17][C@H:16]4[C@@H:11]3[CH2:10][CH2:9][C:8]1=[CH:7][C:5](=[O:6])[CH2:4][CH2:3]2.[C:27]1(=[O:33])[O:32][C:30](=[O:31])[CH2:29][CH2:28]1>N1C=CC=CC=1>[C:30]([CH2:29][CH2:28][C:27](=[O:33])[O:23][CH2:22][C:20](=[O:21])[C@:19]1([OH:24])[C@:15]2([CH3:25])[C@H:16]([C@H:11]3[C@H:12]([C@H:13]([OH:26])[CH2:14]2)[C@:2]2([CH3:1])[C:8](=[CH:7][C:5](=[O:6])[CH2:4][CH2:3]2)[CH2:9][CH2:10]3)[CH2:17][CH2:18]1)([OH:32])=[O:31]. Reported procedure: A solution of 3.60 g of 11-epi-cortisol and 1.00 g of succinic anhydride in 45 ml of pyridine was stirred for 4 days at room temperatures The reaction was concentrated. The residue was partitioned between methylene chloride and water. The organic phase was partitioned with sodium bicarbonate. The aqueous layer was washed with methylene chloride. The aqueous layer was acidified with 10% aqueous U HCl and was extracted with chloroform. The organic phase was concentrated. The residue was chromatogr... Product: C(=O)(O)CCC(OCC([C@]1(CC[C@H]2[C@@H]3CCC4=CC(CC[C@]4(C)[C@H]3[C@@H](C[C@]12C)O)=O)O)=O)=O (21-(3-Carboxy-1-oxopropoxy)-17α-hydroxy-11α-hydroxypregna-4-ene-3,20-dione). Solvent: N1=CC=CC=C1 (pyridine).